Task: describe an organic reaction: reactants, conditions, products, and yield. Dataset: the Open Reaction Database (ORD), a public repository of structured organic reaction records Reported procedure: Using a procedure similar to that described in Example 1, except using 2-amino-3-(5-methoxy-2H-benzotriazol-2-yl)-2-methylpropionitrile (120 mg, described in Example 44) and 4-trifluoromethylthiobenzoyl chloride (0.16 mL), the title compound was isolated as a white solid (150 mg, 66%). Rf=0.3 (1:1 EA/heptane). MS (ES): M/Z [M+H]=436. 1H NMR: (400 MHz, DMSO-d6): 1.73 (s, 3H), 3.84 (s, 3H), 5.32 (d, J=13.4 Hz, 1H), 5.38 (d, J=13.4 Hz, 1H), 7.10 (dd, J=9.3, 2.3 Hz, 1H), 7.24 (d, J=2.1 Hz, 1H), 7.82... As a reaction SMILES: [NH2:1][C:2]([CH3:17])([CH2:5][N:6]1[N:10]=[C:9]2[CH:11]=[CH:12][C:13]([O:15][CH3:16])=[CH:14][C:8]2=[N:7]1)[C:3]#[N:4].[F:18][C:19]([F:30])([F:29])[C:20]1[CH:28]=[CH:27][C:23]([C:24](Cl)=[S:25])=[CH:22][CH:21]=1>>[C:3]([C:2]([NH:1][C:24](=[S:25])[C:23]1[CH:22]=[CH:21][C:20]([C:19]([F:18])([F:29])[F:30])=[CH:28][CH:27]=1)([CH3:17])[CH2:5][N:6]1[N:10]=[C:9]2[CH:11]=[CH:12][C:13]([O:15][CH3:16])=[CH:14][C:8]2=[N:7]1)#[N:4]. The yield is 66.0%. Product: C(#N)C(CN1N=C2C(=N1)C=CC(=C2)OC)(C)NC(C2=CC=C(C=C2)C(F)(F)F)=S (N-[1-cyano-2-(5-methoxy-2H-benzotriazol-2-yl)-1-methylethyl]-4-trifluoromethylthiobenzamide), solid. Reactants: NC(C#N)(CN1N=C2C(=N1)C=CC(=C2)OC)C (2-amino-3-(5-methoxy-2H-benzotriazol-2-yl)-2-methylpropionitrile), FC(C1=CC=C(C(=S)Cl)C=C1)(F)F (4-trifluoromethylthiobenzoyl chloride).